This data is from the Open Reaction Database (ORD), a public repository of structured organic reaction records. The task is: describe an organic reaction: reactants, conditions, products, and yield The reactants are C(#N)C=1C=CC2=C(NCC(O2)C(=O)NC2=C(C=C(C(=C2)OC(=O)OC)C2CCCC2)C2CCN(CC2)C(=O)OC(C)(C)C)C1 (Tert-butyl 4-[2-[(6-cyano-3,4-dihydro-2H-1,4-benzoxazine-2-carbonyl)amino]-5-cyclopentyl-4-methoxycarbonyloxy-phenyl]piperidine-1-carboxylate), C(C)(=O)O[BH-](OC(C)=O)OC(C)=O.[Na+] (Sodium triacetoxyborohydride), Cl (HCl), [OH-].[K+] (KOH), C(=O)(C(F)(F)F)O (TFA), C=O (Paraformaldehyde), C(C)(=O)O (acetic acid), C(=O)(O)[O-].[Na+] (NaHCO3). The solvent is ClCCl (dichloromethane). Reaction conditions: time 10 minute. The product is C(#N)C1=CC2=C(OC(CN2)C(=O)NC2=C(C=C(C(=C2)O)C2CCCC2)C2CCN(CC2)C)C=C1 (6-cyano-N-(4-cyclopentyl-5-hydroxy-2-(1-methylpiperidin-4-yl)phenyl)-3,4-dihydro-2H-benzo[b][1,4]oxazine-2-carboxamide). Isolated yield 7.7%. Reaction SMILES: [C:1]([C:3]1[CH:4]=[CH:5][C:6]2[O:11][CH:10]([C:12]([NH:14][C:15]3[CH:20]=[C:19]([O:21]C(OC)=O)[C:18]([CH:26]4[CH2:30][CH2:29][CH2:28][CH2:27]4)=[CH:17][C:16]=3[CH:31]3[CH2:36][CH2:35][N:34]([C:37](OC(C)(C)C)=O)[CH2:33][CH2:32]3)=[O:13])[CH2:9][NH:8][C:7]=2[CH:44]=1)#[N:2].C(O)(C(F)(F)F)=O.C=O.C(O)(=O)C.C(O[BH-](OC(=O)C)OC(=O)C)(=O)C.[Na+].C([O-])(O)=O.[Na+].[OH-].[K+].Cl>ClCCl>[C:1]([C:3]1[CH:4]=[CH:5][C:6]2[O:11][CH:10]([C:12]([NH:14][C:15]3[CH:20]=[C:19]([OH:21])[C:18]([CH:26]4[CH2:27][CH2:28][CH2:29][CH2:30]4)=[CH:17][C:16]=3[CH:31]3[CH2:36][CH2:35][N:34]([CH3:37])[CH2:33][CH2:32]3)=[O:13])[CH2:9][NH:8][C:7]=2[CH:44]=1)#[N:2] |f:4.5,6.7,8.9|. Reported procedure: Tert-butyl 4-[2-[(6-cyano-3,4-dihydro-2H-1,4-benzoxazine-2-carbonyl)amino]-5-cyclopentyl-4-methoxycarbonyloxy-phenyl]piperidine-1-carboxylate (100 mg, 0.17 mmol) was taken up in dichloromethane (3 mL) and TFA (1 mL, 13 mmol) and allowed to stir for 10 min at room temperature. The mixture was concentrated in vacuo and the residue was dissolved in 1,2-dichloroethane (2 mL). Paraformaldehyde (5 mg, 0.17 mmol) and acetic acid (9 μL, 0.17 mmol) were added and the mixture was heated at 60° C. for 10 m...